From a dataset of the Open Reaction Database (ORD), a public repository of structured organic reaction records. describe an organic reaction: reactants, conditions, products, and yield Starting materials: [Cl-].[Li+] (lithium chloride), ClC=1C=C(C(=O)N2CS(C3=C2C=CC=C3)(=O)=O)C=C(C1OC)I (3-(3-chloro-5-iodo-4-methoxybenzoyl)-1,1-dioxo-2,3-dihydro-1,3-benzothiazole), Cl (hydrochloric acid). Solvent: CN(C=O)C (N,N-dimethylformamide). Conditions: temperature 120 celsius, time 2.5 hour. The product is ClC=1C=C(C(=O)N2CS(C3=C2C=CC=C3)(=O)=O)C=C(C1O)I (3-(3-chloro-4-hydroxy-5-iodobenzoyl)-1,1-dioxo-2,3-dihydro-1,3-benzothiazole). The yield is 133.1%. Reaction SMILES: [Cl:1][C:2]1[CH:3]=[C:4]([CH:18]=[C:19]([I:23])[C:20]=1[O:21]C)[C:5]([N:7]1[C:11]2[CH:12]=[CH:13][CH:14]=[CH:15][C:10]=2[S:9](=[O:17])(=[O:16])[CH2:8]1)=[O:6].[Cl-].[Li+].Cl>CN(C)C=O>[Cl:1][C:2]1[CH:3]=[C:4]([CH:18]=[C:19]([I:23])[C:20]=1[OH:21])[C:5]([N:7]1[C:11]2[CH:12]=[CH:13][CH:14]=[CH:15][C:10]=2[S:9](=[O:16])(=[O:17])[CH2:8]1)=[O:6] |f:1.2|. Procedure details: 3-(3-chloro-5-iodo-4-methoxybenzoyl)-1,1-dioxo-2,3-dihydro-1,3-benzothiazole (922 mg) was dissolved in N,N-dimethylformamide (6 mL), and lithium chloride (421 mg) was added to the solution, and then the mixture was stirred at 120° C. for 2.5 hours. To the reaction solution, 1N hydrochloric acid was added, and then the mixture was extracted with ethyl acetate. The organic layer was washed with 1N hydrochloric acid and saturated brine, and then dried over anhydrous sodium sulfate. The solvent was ... The product is O=C1COc2ccc(C=Cc3ccccc3)nc2N1. Reaction SMILES: [Br:1][c:2]1[cH:3][cH:4][c:5]2[c:10]([n:11]1)[NH:9][C:8](=[O:12])[CH2:7][O:6]2.[C:24](=[O:25])([O-:26])[O-:27].[CH2:30]1[O:31][CH2:32][CH2:33][O:34][CH2:35]1.[CH3:37][CH2:38][O:39][C:40]([CH3:41])=[O:42].[K+:28].[K+:29].[OH2:36].[c:13]1([CH:19]=[CH:20][B:21]([OH:22])[OH:23])[cH:14][cH:15][cH:16][cH:17][cH:18]1>>[c:2]1([CH:20]=[CH:19][c:13]2[cH:14][cH:15][cH:16][cH:17][cH:18]2)[cH:3][cH:4][c:5]2[c:10]([n:11]1)[NH:9][C:8](=[O:12])[CH2:7][O:6]2. Starting materials: O=C1COc2ccc(Br)nc2N1, O=C([O-])[O-], C1COCCO1, CCOC(C)=O, [K+], [K+], O, OB(O)C=Cc1ccccc1.